From a dataset of the Open Reaction Database (ORD), a public repository of structured organic reaction records. describe an organic reaction: reactants, conditions, products, and yield The reactants are C(C1=CC=CC=C1)OC(=O)Cl (benzyloxycarbonyl chloride), [OH-].[Na+] (NaOH), O[C@@H]1C[C@@H](NC1)C(=O)O (cis4-hydroxy-D-proline), [OH-].[Na+] (NaOH). The solvent is C1CCOC1 (THF), C1CCOC1.O (THF water). Reaction conditions: time 1 hour. Yields the product O[C@@H]1C[C@@H](N(C1)C(=O)OCC1=CC=CC=C1)C(=O)O (cis4-hydroxy-N-benzyloxycarbonyl-D-proline). As a reaction SMILES: [OH:1][C@H:2]1[CH2:6][NH:5][C@@H:4]([C:7]([OH:9])=[O:8])[CH2:3]1.[OH-].[Na+].[CH2:12]([O:19][C:20](Cl)=[O:21])[C:13]1[CH:18]=[CH:17][CH:16]=[CH:15][CH:14]=1>C1COCC1.O.C1COCC1>[OH:1][C@H:2]1[CH2:6][N:5]([C:20]([O:19][CH2:12][C:13]2[CH:18]=[CH:17][CH:16]=[CH:15][CH:14]=2)=[O:21])[C@@H:4]([C:7]([OH:9])=[O:8])[CH2:3]1 |f:1.2,4.5|. Procedure: A suspension of cis4-hydroxy-D-proline (10.0 g) in THF-water (1:1, 100 mL) was added 1N NaOH solution (50 mL) at 5° C. To the mixture was added a solution of benzyloxycarbonyl chloride (12.5 mL) in THF (10 mL) keeping pH to 8.5-10 by the addition of 2N NaOH solution at 5-10° C. After stirring at the same temperature for 1 h, the reaction mixture was washed with EtOAc (50 mL), adjusted to pH 2 by the addition of 4N HCl, and extracted with EtOAc. The organic layer was washed with water and brine, ... Reactants: ClCCl, NCCO, c1ccncc1, O=C(Cl)OCC1c2ccccc2-c2ccccc21. Yields the product O=C(NCCO)OCC1c2ccccc2-c2ccccc21. Reaction SMILES: [Cl:29][CH2:30][Cl:31].[NH2:1][CH2:2][CH2:3][OH:4].[cH:23]1[cH:24][cH:25][n:26][cH:27][cH:28]1.[cH:5]1[cH:6][cH:7][cH:8][c:9]2[c:17]1[CH:16]([CH2:18][O:19][C:20](=[O:21])[Cl:22])[c:15]1[c:10]-2[cH:11][cH:12][cH:13][cH:14]1>>[NH:1]([CH2:2][CH2:3][OH:4])[C:20]([O:19][CH2:18][CH:16]1[c:15]2[c:10]([cH:11][cH:12][cH:13][cH:14]2)-[c:9]2[cH:8][cH:7][cH:6][cH:5][c:17]21)=[O:21]. The reactants are CCOC(=O)CCc1cn(Cc2ccccc2)nc1OCc1ccc(OCc2nc(-c3ccccc3)oc2C)nc1, CCO, Cl, [Na+], C1CCOC1, [OH-]. The product is Cc1oc(-c2ccccc2)nc1COc1ccc(COc2nn(Cc3ccccc3)cc2CCC(=O)O)cn1. As a reaction SMILES: [CH2:1]([c:2]1[cH:3][cH:4][cH:5][cH:6][cH:7]1)[n:8]1[n:9][c:10]([O:20][CH2:21][c:22]2[cH:23][n:24][c:25]([O:28][CH2:29][c:30]3[n:31][c:32](-[c:36]4[cH:37][cH:38][cH:39][cH:40][cH:41]4)[o:33][c:34]3[CH3:35])[cH:26][cH:27]2)[c:11]([CH2:13][CH2:14][C:15](=[O:16])[O:17][CH2:18][CH3:19])[cH:12]1.[CH3:50][CH2:51][OH:52].[ClH:49].[Na+:43].[O:44]1[CH2:45][CH2:46][CH2:47][CH2:48]1.[OH-:42]>>[CH2:1]([c:2]1[cH:3][cH:4][cH:5][cH:6][cH:7]1)[n:8]1[n:9][c:10]([O:20][CH2:21][c:22]2[cH:23][n:24][c:25]([O:28][CH2:29][c:30]3[n:31][c:32](-[c:36]4[cH:37][cH:38][cH:39][cH:40][cH:41]4)[o:33][c:34]3[CH3:35])[cH:26][cH:27]2)[c:11]([CH2:13][CH2:14][C:15](=[O:16])[OH:17])[cH:12]1.